The task is: describe an organic reaction: reactants, conditions, products, and yield. This data is from the Open Reaction Database (ORD), a public repository of structured organic reaction records. The reactants are CN(CCN1C(C2=C(CC1)NC(=C2C)C=O)=O)C (5-(2-dimethylamino-ethyl)-3-methyl-4-oxo-4,5,6,7-tetrahydro-1H-pyrrolo[3,2-c]pyridine-2-carbaldehyde), ClC=1C=C(C=CC1F)NC=1C2=C(N=CN1)NC(C2)=O (4-(3-chloro-4-fluoro-phenylamino)-5,7-dihydro-pyrrolo[2,3-d]pyrimidin-6-one). Yields the product ClC=1C=C(C=CC1F)NC=1C2=C(N=CN1)NC(C2=CC2=C(C=1C(N(CCC1N2)CCN(C)C)=O)C)=O (4-(3-chloro-4-fluoro-phenylamino)-5-[5-(2-dimethylamino-ethyl)-3-methyl-4-oxo-4,5,6,7-tetrahydro-1H-pyrrolo[3,2-c]pyridin-2-ylmethylene]-5,7-dihydro-pyrrolo[2,3-d]pyrimidin-6-one). The yield is 61.5%. As a reaction SMILES: [CH3:1][N:2]([CH3:18])[CH2:3][CH2:4][N:5]1[CH2:10][CH2:9][C:8]2[NH:11][C:12]([CH:15]=O)=[C:13]([CH3:14])[C:7]=2[C:6]1=[O:17].[Cl:19][C:20]1[CH:21]=[C:22]([NH:27][C:28]2[C:29]3[CH2:36][C:35](=[O:37])[NH:34][C:30]=3[N:31]=[CH:32][N:33]=2)[CH:23]=[CH:24][C:25]=1[F:26]>>[Cl:19][C:20]1[CH:21]=[C:22]([NH:27][C:28]2[C:29]3[C:36](=[CH:15][C:12]4[NH:11][C:8]5[CH2:9][CH2:10][N:5]([CH2:4][CH2:3][N:2]([CH3:18])[CH3:1])[C:6](=[O:17])[C:7]=5[C:13]=4[CH3:14])[C:35](=[O:37])[NH:34][C:30]=3[N:31]=[CH:32][N:33]=2)[CH:23]=[CH:24][C:25]=1[F:26]. Procedure: The title compound was prepared under the same conditions as described in Example 102 with 5-(2-dimethylamino-ethyl)-3-methyl-4-oxo-4,5,6,7-tetrahydro-1H-pyrrolo[3,2-c]pyridine-2-carbaldehyde and 4-(3-chloro-4-fluoro-phenylamino)-5,7-dihydro-pyrrolo[2,3-d]pyrimidin-6-one (prepared according to Bioorganic & Medicinal Chemistry Letters, 12 (16), 2153-2157, 2002) as starting materials to give 4-(3-chloro-4-fluoro-phenylamino)-5-[5-(2-dimethylamino-ethyl)-3-methyl-4-oxo-4,5,6,7-tetrahydro-1H-pyrrolo...